Dataset: the Open Reaction Database (ORD), a public repository of structured organic reaction records. Task: describe an organic reaction: reactants, conditions, products, and yield Reactants: C(C)(=O)OC(C)=O (acetic anhydride), CC1=C(C=CC=C1)C1=CC(CCCC1)O (3-(2-Methylphenyl)-2-cyclohepten-1-ol), N1=CC=CC=C1 (pyridine). Reagents/catalysts: CN(C)C=1C=CN=CC1 (DMAP). Solvent: C(Cl)Cl (CH2Cl2). Conditions: time 24 hour. The product is C(C)(=O)OC1C=C(CCCC1)C1=C(C=CC=C1)C (3-(2-Methylphenyl)-2-cyclohepten-1-yl acetate). RXN SMILES: [CH3:1][C:2]1[CH:7]=[CH:6][CH:5]=[CH:4][C:3]=1[C:8]1[CH2:14][CH2:13][CH2:12][CH2:11][CH:10]([OH:15])[CH:9]=1.N1C=CC=CC=1.[C:22](OC(=O)C)(=[O:24])[CH3:23]>C(Cl)Cl.CN(C1C=CN=CC=1)C>[C:22]([O:15][CH:10]1[CH2:11][CH2:12][CH2:13][CH2:14][C:8]([C:3]2[CH:4]=[CH:5][CH:6]=[CH:7][C:2]=2[CH3:1])=[CH:9]1)(=[O:24])[CH3:23]. Reported procedure: To a solution of the compound obtained in Step B (6.2 g/0.03 mol) in 100 ml of CH2Cl2 there are added, in succession, pyridine (4.9 ml/0.06 mol), DMAP (1.83 g/0.015 mol), and then, dropwise, acetic anhydride (5.7 ml/0.06 mol). The whole is then stirred at room temperature for 24 hours. The reaction mixture is then concentrated to dryness, taken up in AcOEt, washed with a dilute HCl solution (1N), a saturated NaHCO3 solution and then with a saturated NaCl solution; dried over MgSO4 and then conce... Starting materials: Cl (hydrogen chloride), C(C)(C)(C)OC(=O)N1CCC2=C(CC1)N=NC(=C2)C2=CC=CC=C2 (3-phenyl-5,6,8,9-tetrahydro-1,2,7-triaza-benzocycloheptene-7-carboxylic acid tert-butyl ester). The solvent is O1CCOCC1 (dioxane), O1CCOCC1 (dioxane). Yields the product Cl.Cl.C1(=CC=CC=C1)C1=CC2=C(CCNCC2)N=N1 (3-phenyl-6,7,8,9-tetrahydro-5H-1,2,7-triaza-benzocycloheptene dihydrochloride). As a reaction SMILES: [ClH:1].C(OC([N:9]1[CH2:15][CH2:14][C:13]2[N:16]=[N:17][C:18]([C:20]3[CH:25]=[CH:24][CH:23]=[CH:22][CH:21]=3)=[CH:19][C:12]=2[CH2:11][CH2:10]1)=O)(C)(C)C>O1CCOCC1>[ClH:1].[ClH:1].[C:20]1([C:18]2[N:17]=[N:16][C:13]3[CH2:14][CH2:15][NH:9][CH2:10][CH2:11][C:12]=3[CH:19]=2)[CH:21]=[CH:22][CH:23]=[CH:24][CH:25]=1 |f:3.4.5|. Procedure details: 40 mL hydrogen chloride in dioxane was added to 5.5 g 3-phenyl-5,6,8,9-tetrahydro-1,2,7-triaza-benzocycloheptene-7-carboxylic acid tert-butyl ester in 40 mL dioxane at 5° C. The reaction was stirred over night. The solvent was removed and co-evaporated with ethyl acetate to yield 3.7 g of the desired product. Rt: 4.09 min (method AE), (M+H)+: 226